From a dataset of the Open Reaction Database (ORD), a public repository of structured organic reaction records. describe an organic reaction: reactants, conditions, products, and yield The reactants are BrC=1C(=NC2=CC=CC=C2C1)Cl (3-Bromo-2-chloroquinoline), N1(CCNCC1)C=O (1-Piperazinecarboxaldehyde), [N+](=O)(O)[O-] (HNO3). Solvent: C(=O)(O)[O-].[Na+] (NaHCO3), C1CCOC1 (THF), [OH-].[Na+] (NaOH), [OH-].[Na+] (NaOH), OS(=O)(=O)O (H2SO4), OS(=O)(=O)O (H2SO4). Run at temperature 120 celsius, time 1 hour. The product is BrC=1C(=NC2=CC=C(C=C2C1)[N+](=O)[O-])N1CCNCC1 (3-Bromo-6-nitro-2-piperazinylquinoline). As a reaction SMILES: [Br:1][C:2]1[C:3](Cl)=[N:4][C:5]2[C:10]([CH:11]=1)=[CH:9][CH:8]=[CH:7][CH:6]=2.[N:13]1(C=O)[CH2:18][CH2:17][NH:16][CH2:15][CH2:14]1.[N+:21]([O-])([OH:23])=[O:22]>C([O-])(O)=O.[Na+].C1COCC1.OS(O)(=O)=O.[OH-].[Na+]>[Br:1][C:2]1[C:3]([N:13]2[CH2:18][CH2:17][NH:16][CH2:15][CH2:14]2)=[N:4][C:5]2[C:10]([CH:11]=1)=[CH:9][C:8]([N+:21]([O-:23])=[O:22])=[CH:7][CH:6]=2 |f:3.4,7.8|. Reported procedure: A stirred mixture of 7 (200 mg, 0.83 mmol) and 1-Piperazinecarboxaldehyde (4 ml) was heated at 120° C. for 15 min. under argon. The mixture was then cooled and diluted with 0.5M NaHCO3. The aqueous phase was extracted with ether (3×) and the combined extractions were dried (MgSO4). Concentration yielded a residue which was immediately dissolved in THF (10 ml) and 4M H2SO4 (5 ml). The solution was then brought to reflux and stirred for 1 h. The solution was cooled and poured into 1M NaOH. The res...